From a dataset of the Open Reaction Database (ORD), a public repository of structured organic reaction records. describe an organic reaction: reactants, conditions, products, and yield Reactants: O=C1NC2=CC[C@H]3[C@@H]4CC[C@@H]([C@@]4(C)CC[C@@H]3[C@]2(CC1)C)C(=O)O (3-oxo-4-azaandrost-5-ene-17β-carboxylic acid), C1(=CC=CC=C1)C(C1=CC=CC=C1)N (diphenylmethylamine). Product: C1(=CC=CC=C1)C(NC(=O)[C@@H]1[C@]2(C)[C@@H](CC1)[C@@H]1CC=C3NC(CC[C@]3(C)[C@H]1CC2)=O)C2=CC=CC=C2 (N-(Diphenylmethyl)-3-oxo-4-azaandrost-5-ene-17β-carboxamide). The yield is 59.0%. Reaction SMILES: [O:1]=[C:2]1[CH2:19][CH2:18][C@@:17]2([CH3:20])[C:4](=[CH:5][CH2:6][C@@H:7]3[C@@H:16]2[CH2:15][CH2:14][C@@:12]2([CH3:13])[C@H:8]3[CH2:9][CH2:10][C@@H:11]2[C:21](O)=[O:22])[NH:3]1.[C:24]1([CH:30]([NH2:37])[C:31]2[CH:36]=[CH:35][CH:34]=[CH:33][CH:32]=2)[CH:29]=[CH:28][CH:27]=[CH:26][CH:25]=1>>[C:24]1([CH:30]([C:31]2[CH:32]=[CH:33][CH:34]=[CH:35][CH:36]=2)[NH:37][C:21]([C@H:11]2[CH2:10][CH2:9][C@H:8]3[C@H:7]4[C@H:16]([CH2:15][CH2:14][C@:12]23[CH3:13])[C@:17]2([CH3:20])[C:4]([NH:3][C:2](=[O:1])[CH2:19][CH2:18]2)=[CH:5][CH2:6]4)=[O:22])[CH:29]=[CH:28][CH:27]=[CH:26][CH:25]=1. Procedure details: The title compound was prepared in a yield of 59% in a similar manner to that described in Example 1 by reacting 3-oxo-4-azaandrost-5-ene-17β-carboxylic acid and diphenylmethylamine. Starting materials: C(C)(C)(C)C=1N=NC(C1)=S (3-t-butylpyrazole-5-thione), [H-].[Na+] (sodium hydride), IC (iodomethane). The solvent is C(OC)COC (glyme). The product is C(C)(C)(C)C1=NNC(=C1)SC (3-t-butyl-5-(methylthio)pyrazole). Yield: 36.2%. Reaction SMILES: [C:1]([C:5]1[N:6]=[N:7][C:8](=[S:10])[CH:9]=1)([CH3:4])([CH3:3])[CH3:2].[H-].[Na+].I[CH3:14]>C(COC)OC>[C:1]([C:5]1[CH:9]=[C:8]([S:10][CH3:14])[NH:7][N:6]=1)([CH3:4])([CH3:3])[CH3:2] |f:1.2|. Reported procedure: To a stirred solution of 3-t-butylpyrazole-5-thione (2.0 g) in glyme (50 ml) was added sodium hydride (0.6 g) in small quantities, with cooling. After stirring the mixture briefly at room temperature, iodomethane (1.85 g, 0.9 ml) was added. The reaction mixture was stirred at room temperature, then the solvent evaporated in vacuo. The residue was extracted with ether and washed with water to give after evaporation, 3-t-butyl-5-(methylthio)pyrazole (0.8 g, 36% yield), of melting point 135°-6° (af... Product: CCCCCCCCCCCCCCCCCCOCC(COC(=O)OCCBr)OCc1ccccc1. Reactants: CCCCCCCCCCCCCCCCCCOCC(CO)OCc1ccccc1, O=C(Cl)OCCBr, ClCCl, Cl, O, c1ccncc1. RXN SMILES: [CH2:1]([c:2]1[cH:3][cH:4][cH:5][cH:6][cH:7]1)[O:8][CH:9]([CH2:10][O:11][CH2:12][CH2:13][CH2:14][CH2:15][CH2:16][CH2:17][CH2:18][CH2:19][CH2:20][CH2:21][CH2:22][CH2:23][CH2:24][CH2:25][CH2:26][CH2:27][CH2:28][CH3:29])[CH2:30][OH:31].[Cl:38][C:39](=[O:40])[O:41][CH2:42][CH2:43][Br:44].[Cl:46][CH2:47][Cl:48].[ClH:45].[OH2:49].[cH:32]1[cH:33][cH:34][n:35][cH:36][cH:37]1>>[CH2:1]([c:2]1[cH:3][cH:4][cH:5][cH:6][cH:7]1)[O:8][CH:9]([CH2:10][O:11][CH2:12][CH2:13][CH2:14][CH2:15][CH2:16][CH2:17][CH2:18][CH2:19][CH2:20][CH2:21][CH2:22][CH2:23][CH2:24][CH2:25][CH2:26][CH2:27][CH2:28][CH3:29])[CH2:30][O:31][C:39](=[O:40])[O:41][CH2:42][CH2:43][Br:44].